From a dataset of the Open Reaction Database (ORD), a public repository of structured organic reaction records. describe an organic reaction: reactants, conditions, products, and yield The reactants are BrC1=NC=CC(=C1)C (2-bromo-4-methylpyridine), CC(C)([O-])C.[Na+] (sodium tert-butoxide), NC1CN(C1)C(=O)OC(C)(C)C (tert-butyl 3-aminoazetidine-1-carboxylate), C=1C=CC(=CC1)P(C=2C=CC=CC2)C3=CC=C4C=CC=CC4=C3C5=C6C=CC=CC6=CC=C5P(C=7C=CC=CC7)C=8C=CC=CC8 (BINAP). The reagents and catalysts are C(C)(=O)[O-].[Pd+2].C(C)(=O)[O-] (Palladium(II)acetate). The solvent is C1(=CC=CC=C1)C (toluene). Run at temperature 100 celsius, time 8 hour. The product is CC1=CC(=NC=C1)NC1CN(C1)C(=O)OC(C)(C)C (tert-Butyl 3-[(4-methyl-2-pyridyl)amino]azetidine-1-carboxylate). The yield is 43.6%. RXN SMILES: Br[C:2]1[CH:7]=[C:6]([CH3:8])[CH:5]=[CH:4][N:3]=1.CC(C)([O-])C.[Na+].[NH2:15][CH:16]1[CH2:19][N:18]([C:20]([O:22][C:23]([CH3:26])([CH3:25])[CH3:24])=[O:21])[CH2:17]1.C1C=CC(P(C2C(C3C(P(C4C=CC=CC=4)C4C=CC=CC=4)=CC=C4C=3C=CC=C4)=C3C(C=CC=C3)=CC=2)C2C=CC=CC=2)=CC=1>C1(C)C=CC=CC=1.C([O-])(=O)C.[Pd+2].C([O-])(=O)C>[CH3:8][C:6]1[CH:5]=[CH:4][N:3]=[C:2]([NH:15][CH:16]2[CH2:17][N:18]([C:20]([O:22][C:23]([CH3:26])([CH3:25])[CH3:24])=[O:21])[CH2:19]2)[CH:7]=1 |f:1.2,6.7.8|. Procedure: A solution of 2-bromo-4-methylpyridine (90 mg, 0.523 mmol), sodium tert-butoxide (101 mg, 1.046 mmol), tert-butyl 3-aminoazetidine-1-carboxylate (451 mg, 2.62 mmol) and BINAP (16.3 mg, 0.026 mmol) in anhydrous toluene (7 ml) was purged with argon. Palladium(II)acetate (5.9 mg, 0.026 mmol) was added and the mixture was stirred at 100° C. overnight in a closed vial. After cooling to room temperature the mixture was filtered through kieselguhr and concentrated under reduced pressure. The residue wa... Reactants: Brc1cc(OC2CCCC2)ccn1, CCCC[Sn](Cl)(CCCC)CCCC, C1CCOC1, CC(C)[Mg+], [Cl-], [Cl-], [Li+]. Product: CCCC[Sn](CCCC)(CCCC)c1cc(OC2CCCC2)ccn1. As a reaction SMILES: [Br:1][c:2]1[n:3][cH:4][cH:5][c:6]([O:8][CH:9]2[CH2:10][CH2:11][CH2:12][CH2:13]2)[cH:7]1.[CH2:21]([CH2:22][CH2:23][CH3:24])[Sn:25]([CH2:26][CH2:27][CH2:28][CH3:29])([CH2:30][CH2:31][CH2:32][CH3:33])[Cl:34].[CH2:35]1[O:36][CH2:37][CH2:38][CH2:39]1.[CH:17]([Mg+:18])([CH3:19])[CH3:20].[Cl-:14].[Cl-:16].[Li+:15]>>[c:2]1([Sn:25]([CH2:21][CH2:22][CH2:23][CH3:24])([CH2:26][CH2:27][CH2:28][CH3:29])[CH2:30][CH2:31][CH2:32][CH3:33])[n:3][cH:4][cH:5][c:6]([O:8][CH:9]2[CH2:10][CH2:11][CH2:12][CH2:13]2)[cH:7]1.